From a dataset of the Open Reaction Database (ORD), a public repository of structured organic reaction records. describe an organic reaction: reactants, conditions, products, and yield The reactants are FC(COC1=C(C=CC=C1)O)(F)F (2-(2,2,2-trifluoroethoxy)phenol), BrCC(=O)OCC (ethyl bromoacetate), C([O-])([O-])=O.[K+].[K+] (potassium carbonate), C(C)(=O)OCC (ethyl acetate), C(C)(=O)OCC (ethyl acetate). The solvent is CN(C=O)C (N,N-dimethylformamide). Conditions: time 1 hour. Yields the product FC(COC1=C(OCC(=O)OCC)C=CC=C1)(F)F (ethyl 2-(2,2,2-trifluoroethoxy)phenoxyacetate). As a reaction SMILES: [F:1][C:2]([F:13])([F:12])[CH2:3][O:4][C:5]1[CH:10]=[CH:9][CH:8]=[CH:7][C:6]=1[OH:11].Br[CH2:15][C:16]([O:18][CH2:19][CH3:20])=[O:17].C(=O)([O-])[O-].[K+].[K+].C(OCC)(=O)C>CN(C)C=O>[F:1][C:2]([F:12])([F:13])[CH2:3][O:4][C:5]1[CH:10]=[CH:9][CH:8]=[CH:7][C:6]=1[O:11][CH2:15][C:16]([O:18][CH2:19][CH3:20])=[O:17] |f:2.3.4|. Procedure details: To a solution of 2-(2,2,2-trifluoroethoxy)phenol (200 mg) in dry N,N-dimethylformamide (2 ml) were added ethyl bromoacetate (138 μl) and potassium carbonate (216 mg), and the mixture was reacted with stirring at room temperature for 1 hour, and then for 1 hour at 60° C. To the reaction mixture was added ethyl acetate, and ethyl acetate solution was washed with water and dried over anhydrous magnesium sulfate. The solvent was evaporated under reduced pressure to give 270 mg of ethyl 2-(2,2,2-trif... Starting materials: O=C(O)CCBr, C=C(C)C, CCOCC, [Na+], [OH-], O=S(=O)(O)O. Product: CC(C)(C)OC(=O)CCBr. As a reaction SMILES: [Br:6][CH2:7][CH2:8][C:9](=[O:10])[OH:11].[CH2:12]=[C:13]([CH3:14])[CH3:15].[CH3:18][CH2:19][O:20][CH2:21][CH3:22].[Na+:17].[OH-:16].[S:1](=[O:2])(=[O:3])([OH:4])[OH:5]>>[Br:6][CH2:7][CH2:8][C:9](=[O:10])[O:11][C:13]([CH3:12])([CH3:14])[CH3:15]. Starting materials: F[B-](F)(F)F, CCN(C(C)C)C(C)C, ClCCl, CCNC(CN1CCC1)C(C)C, [Na+], O=C([O-])O, CN(C)C=O, O=C(O)c1ccc(Cl)cc1, CN(C)C(On1nnc2ccccc21)=[N+](C)C. The product is CCN(C(=O)c1ccc(Cl)cc1)C(CN1CCC1)C(C)C. RXN SMILES: [B-:11]([F:12])([F:13])([F:14])[F:15].[CH:33]([N:34]([CH2:35][CH3:36])[CH:37]([CH3:38])[CH3:39])([CH3:40])[CH3:41].[Cl:59][CH2:60][Cl:61].[N:42]1([CH2:46][CH:47]([CH:48]([CH3:49])[CH3:50])[NH:51][CH2:52][CH3:53])[CH2:43][CH2:44][CH2:45]1.[Na+:66].[O-:62][C:63]([OH:64])=[O:65].[O:54]=[CH:55][N:56]([CH3:57])[CH3:58].[OH:1][C:2](=[O:3])[c:4]1[cH:5][cH:6][c:7]([Cl:8])[cH:9][cH:10]1.[n:16]1([O:17][C:18]([N:19]([CH3:20])[CH3:21])=[N+:22]([CH3:23])[CH3:24])[c:25]2[cH:26][cH:27][cH:28][cH:29][c:30]2[n:31][n:32]1>>[C:2](=[O:3])([c:4]1[cH:5][cH:6][c:7]([Cl:8])[cH:9][cH:10]1)[N:51]([CH:47]([CH2:46][N:42]1[CH2:43][CH2:44][CH2:45]1)[CH:48]([CH3:49])[CH3:50])[CH2:52][CH3:53]. Starting materials: NC(CO)(C)C (2-amino-2-methyl-1-propanol), FC(S(=O)(=O)O[C@@H](C(=O)OC)C)(F)F (methyl (2R)-2-{[(trifluoromethyl)sulfonyl]oxy}propionate). The product is C[C@@H]1NC(COC1=O)(C)C ((35)-3,5,5-trimethylmorpholin-2-one). Reaction SMILES: [NH2:1][C:2]([CH3:6])([CH3:5])[CH2:3][OH:4].FC(F)(F)S(O[C@H:13]([CH3:18])[C:14](OC)=[O:15])(=O)=O>>[CH3:18][C@H:13]1[C:14](=[O:15])[O:4][CH2:3][C:2]([CH3:6])([CH3:5])[NH:1]1. Procedure: In some embodiments, various compounds of the present invention may be prepared by a novel convergent synthetic approach for the preparation of 2-substituted morpholinols as outlined in Scheme 3. This approach utilizes a nucleophilic addition of Grignard reagents to (35)-3,5,5-trimethylmorpholin-2-one (15). Treatment of methyl (R)-(+)-lactate (13) with trifluoromethanesulfonic anhydride and 2,6-lutidine at 0° C., gives methyl (2R)-2-{[(trifluoromethyl)sulfonyl]oxy}propionate (14) in 77% yield. T... The reactants are COC(=O)C1=NC(=CC(=C1C#C[Si](C)(C)C)NC(C)=O)C1=C(C(=C(C=C1)Cl)OC)F (4-Acetylamino-6-(4-chloro-2-fluoro-3-methoxyphenyl)-3-trimethylsilanylethynylpyridine-2-carboxylic acid methyl ester), Cl (HCl), C(C)(=O)Cl (acetyl chloride), C([O-])([O-])=O.[K+].[K+] (potassium carbonate). Run in CO (methanol). Run at time 8 hour. The product is COC(=O)C1=NC(=CC(=C1C#C)N)C1=C(C(=C(C=C1)Cl)OC)F (4-Amino-6-(4-chloro-2-fluoro-3-methoxyphenyl)-3-ethynyl-pyridine-2-carboxylic acid methyl ester). Isolated yield 74.5%. As a reaction SMILES: [CH3:1][O:2][C:3]([C:5]1[C:10]([C:11]#[C:12][Si](C)(C)C)=[C:9]([NH:17]C(=O)C)[CH:8]=[C:7]([C:21]2[CH:26]=[CH:25][C:24]([Cl:27])=[C:23]([O:28][CH3:29])[C:22]=2[F:30])[N:6]=1)=[O:4].C(Cl)(=O)C.C(=O)([O-])[O-].[K+].[K+].Cl>CO>[CH3:1][O:2][C:3]([C:5]1[C:10]([C:11]#[CH:12])=[C:9]([NH2:17])[CH:8]=[C:7]([C:21]2[CH:26]=[CH:25][C:24]([Cl:27])=[C:23]([O:28][CH3:29])[C:22]=2[F:30])[N:6]=1)=[O:4] |f:2.3.4|. Procedure details: 4-Acetylamino-6-(4-chloro-2-fluoro-3-methoxyphenyl)-3-trimethylsilanylethynylpyridine-2-carboxylic acid methyl ester (0.196 g, 0.437 mmol) was suspended in methanol (4.36 mL) and acetyl chloride (0.310 mL, 4.37 mmol) was added. The reaction mixture was stirred overnight at ambient temperature then concentrated to dryness. The residue was dissolved in methanol (4.36 mL) and potassium carbonate (0.121 g, 0.873 mmol) was added. The reaction mixture was stirred at ambient temperature for 2 h, acidif... Reactants: [Cl-], Cl, Nc1c(N=Nc2ccc(Cl)cc2)ccc2c(S(N)(=O)=O)cccc12, O, O. The product is Nc1ccc2c(S(N)(=O)=O)cccc2c1N. As a reaction SMILES: [Cl-:3].[ClH:28].[NH2:4][c:5]1[c:6]([N:19]=[N:20][c:21]2[cH:22][cH:23][c:24]([Cl:25])[cH:26][cH:27]2)[cH:7][cH:8][c:9]2[c:10]([S:15](=[O:16])(=[O:17])[NH2:18])[cH:11][cH:12][cH:13][c:14]12.[OH2:1].[OH2:2]>>[NH2:4][c:5]1[c:6]([NH2:19])[cH:7][cH:8][c:9]2[c:10]([S:15](=[O:16])(=[O:17])[NH2:18])[cH:11][cH:12][cH:13][c:14]12. Product: CC(C)(CC(=O)O)c1ccccc1. Starting materials: BrCCBr, O=C=O, COC(C)(C)C, CC(C)(CCl)c1ccccc1, Cl, [Mg]. RXN SMILES: [Br:13][CH2:14][CH2:15][Br:16].[C:18](=[O:19])=[O:20].[C:21]([O:22][CH3:23])([CH3:24])([CH3:25])[CH3:26].[CH2:2]([C:3]([CH3:4])([CH3:5])[c:6]1[cH:7][cH:8][cH:9][cH:10][cH:11]1)[Cl:12].[ClH:17].[Mg:1]>>[CH2:2]([C:3]([CH3:4])([CH3:5])[c:6]1[cH:7][cH:8][cH:9][cH:10][cH:11]1)[C:18](=[O:19])[OH:20].